describe an organic reaction: reactants, conditions, products, and yield From a dataset of the Open Reaction Database (ORD), a public repository of structured organic reaction records. Reactants: CC1=NC=C(C=N1)C1(CCOCC1)C(C)=O (1-(4-(2-methylpyrimidin-5-yl)tetrahydro-2H-pyran-4-yl)ethanone), NH4OAc, N (NH3), [BH3-]C#N.[Na+] (NaCNBH3). Solvent: CCO (EtOH). The product is CC1=NC=C(C=N1)C1(CCOCC1)C(C)N (1-(4-(2-methylpyrimidin-5-yl)tetrahydro-2H-pyran-4-yl)ethanamine). The yield is 33.5%. As a reaction SMILES: [CH3:1][C:2]1[N:7]=[CH:6][C:5]([C:8]2([C:14](=O)[CH3:15])[CH2:13][CH2:12][O:11][CH2:10][CH2:9]2)=[CH:4][N:3]=1.N.[BH3-]C#[N:20].[Na+]>CCO>[CH3:1][C:2]1[N:7]=[CH:6][C:5]([C:8]2([CH:14]([NH2:20])[CH3:15])[CH2:13][CH2:12][O:11][CH2:10][CH2:9]2)=[CH:4][N:3]=1 |f:2.3|. Reported procedure: A mixture of 1-(4-(2-methylpyrimidin-5-yl)tetrahydro-2H-pyran-4-yl)ethanone (300 mg, 1.35 mmol), saturated NH4OAc in EtOH (15 mL) and aq.NH3 (5 mL) was added NaCNBH3 (255 mg, 4.05 mmol) and heated to reflux overnight. The EtOH was removed. The residue was extracted with EtOAc (5×10 mL) and the organic layer was discarded. The precipitation of solid was collected by filtration from the aqueous layer after 16 hours to give 1-(4-(2-methylpyrimidin-5-yl)tetrahydro-2H-pyran-4-yl)ethanamine (100 mg, y... Starting materials: CCOC(=O)CCC(NC(=O)c1ccc(N)cc1)C(=O)OCC, ClCCl, Nc1nc2c(c(=O)[nH]1)-c1cc(S(=O)(=O)Cl)c(Br)cc1CC2. The product is CCOC(=O)CCC(NC(=O)c1ccc(NS(=O)(=O)c2cc3c(cc2Br)CCc2nc(N)[nH]c(=O)c2-3)cc1)C(=O)OCC. Reaction SMILES: [CH2:22]([CH3:23])[O:24][C:25]([CH:26]([NH:27][C:28]([c:29]1[cH:30][cH:31][c:32]([NH2:35])[cH:33][cH:34]1)=[O:36])[CH2:37][CH2:38][C:39](=[O:40])[O:41][CH2:42][CH3:43])=[O:44].[CH2:45]([Cl:46])[Cl:47].[NH2:1][c:2]1[n:3][c:4]2[c:9]([c:10](=[O:12])[nH:11]1)-[c:8]1[c:7]([cH:16][c:15]([Br:17])[c:14]([S:18](=[O:19])(=[O:20])[Cl:21])[cH:13]1)[CH2:6][CH2:5]2>>[NH2:1][c:2]1[n:3][c:4]2[c:9]([c:10](=[O:12])[nH:11]1)-[c:8]1[c:7]([cH:16][c:15]([Br:17])[c:14]([S:18](=[O:19])(=[O:20])[NH:35][c:32]3[cH:31][cH:30][c:29]([C:28]([NH:27][CH:26]([C:25]([O:24][CH2:22][CH3:23])=[O:44])[CH2:37][CH2:38][C:39](=[O:40])[O:41][CH2:42][CH3:43])=[O:36])[cH:34][cH:33]3)[cH:13]1)[CH2:6][CH2:5]2. The reactants are O=C([O-])[O-], c1cc2c(cc1CN1CCNCC1)OCO2, Cc1ccc(-c2cccc(C=CC(=O)Nc3ccc(CCl)cc3)c2)cc1, [K+], [K+], CN(C)C=O, O. Yields the product Cc1ccc(-c2cccc(C=CC(=O)Nc3ccc(CN4CCN(Cc5ccc6c(c5)OCO6)CC4)cc3)c2)cc1. RXN SMILES: [C:43](=[O:44])([O-:45])[O-:46].[CH2:27]1[O:28][c:29]2[cH:30][c:31]([CH2:32][N:33]3[CH2:34][CH2:35][NH:36][CH2:37][CH2:38]3)[cH:39][cH:40][c:41]2[O:42]1.[Cl:1][CH2:2][c:3]1[cH:4][cH:5][c:6]([NH:9][C:10]([CH:11]=[CH:12][c:13]2[cH:14][c:15](-[c:19]3[cH:20][cH:21][c:22]([CH3:25])[cH:23][cH:24]3)[cH:16][cH:17][cH:18]2)=[O:26])[cH:7][cH:8]1.[K+:47].[K+:48].[O:50]=[CH:51][N:52]([CH3:53])[CH3:54].[OH2:49]>>[CH2:2]([c:3]1[cH:4][cH:5][c:6]([NH:9][C:10]([CH:11]=[CH:12][c:13]2[cH:14][c:15](-[c:19]3[cH:20][cH:21][c:22]([CH3:25])[cH:23][cH:24]3)[cH:16][cH:17][cH:18]2)=[O:26])[cH:7][cH:8]1)[N:36]1[CH2:35][CH2:34][N:33]([CH2:32][c:31]2[cH:30][c:29]3[c:41]([cH:40][cH:39]2)[O:42][CH2:27][O:28]3)[CH2:38][CH2:37]1.